This data is from the Open Reaction Database (ORD), a public repository of structured organic reaction records. The task is: describe an organic reaction: reactants, conditions, products, and yield Starting materials: [H-].[Na+] (Sodium hydride), NC1=C(C=C(C=C1)C=1C(=CNC1C#N)C(=O)OCC)F (ethyl 4-(4-amino-3-fluorophenyl)-5-cyano-1H-pyrrole-3-carboxylate), NOP(C1=CC=CC=C1)(C1=CC=CC=C1)=O ((aminooxy)(diphenyl)phosphine oxide). The solvent is CN(C)C=O (DMF). Conditions: temperature 60 celsius, time 30 minute. Product: NN1C=C(C(=C1C#N)C1=CC(=C(C=C1)N)F)C(=O)OCC (ethyl 1-amino-4-(4-amino-3-fluorophenyl)-5-cyano-1H-pyrrole-3-carboxylate). Isolated yield 82.0%. As a reaction SMILES: [H-].[Na+].[NH2:3][C:4]1[CH:9]=[CH:8][C:7]([C:10]2[C:11]([C:17]([O:19][CH2:20][CH3:21])=[O:18])=[CH:12][NH:13][C:14]=2[C:15]#[N:16])=[CH:6][C:5]=1[F:22].[NH2:23]OP(=O)(C1C=CC=CC=1)C1C=CC=CC=1>CN(C=O)C>[NH2:23][N:13]1[C:14]([C:15]#[N:16])=[C:10]([C:7]2[CH:8]=[CH:9][C:4]([NH2:3])=[C:5]([F:22])[CH:6]=2)[C:11]([C:17]([O:19][CH2:20][CH3:21])=[O:18])=[CH:12]1 |f:0.1|. Procedure: Sodium hydride (60% dispersion in oil, 1.7 g, 43 mmol) was added in portions to a solution of ethyl 4-(4-amino-3-fluorophenyl)-5-cyano-1H-pyrrole-3-carboxylate (9.0 g, 33 mmol) in DMF (290 mL). The suspension was stirred for 30 min and then (aminooxy)(diphenyl)phosphine oxide (9.9 g, 43 mmol) was added. The reaction was warmed (60° C.) for 4 h and then cooled to rt. The reaction was quenched by slow addition of water (10 mL) and the solvents were evaporated under reduced pressure. The residue wa... Starting materials: Brc1cncs1, C1CCOC1, CC1(C)OB(c2cccc(Nc3nccc(C(F)(F)F)n3)c2)OC1(C)C, CCOC(C)=O, [Na+], [Na+], O=C([O-])[O-], O. The product is FC(F)(F)c1ccnc(Nc2cccc(-c3cncs3)c2)n1. As a reaction SMILES: [Br:32][c:33]1[cH:34][n:35][cH:36][s:37]1.[CH2:27]1[O:28][CH2:29][CH2:30][CH2:31]1.[CH3:1][C:2]1([CH3:3])[C:4]([CH3:5])([CH3:6])[O:7][B:8]([c:9]2[cH:10][c:11]([NH:15][c:16]3[n:17][cH:18][cH:19][c:20]([C:22]([F:23])([F:24])[F:25])[n:21]3)[cH:12][cH:13][cH:14]2)[O:26]1.[CH3:45][CH2:46][O:47][C:48]([CH3:49])=[O:50].[Na+:38].[Na+:39].[O-:40][C:41](=[O:42])[O-:43].[OH2:44]>>[c:9]1(-[c:33]2[cH:34][n:35][cH:36][s:37]2)[cH:10][c:11]([NH:15][c:16]2[n:17][cH:18][cH:19][c:20]([C:22]([F:23])([F:24])[F:25])[n:21]2)[cH:12][cH:13][cH:14]1. Reactants: [Ca] (Calcium), ClC(=O)N([C@@H]1CN(CC1)C(=O)OC(C)(C)C)[C@H](C)C1=CC=CC2=CC=CC=C12 (tert-butyl(S)-3-[chlorocarbonyl-[(R)-1-(naphthalen-1-yl)ethyl]amino]pyrrolidine-1-carboxylate), C(C)(C)(C)O (tert-butanol). Run at temperature 60 celsius, time 2 day. Yields the product C(C)(C)(C)OC(=O)N([C@@H]1CN(CC1)C(=O)OC(C)(C)C)[C@H](C)C1=CC=CC2=CC=CC=C12 (tert-butyl(S)-3-[tert-butoxycarbonyl-[(R)-1-(naphthalen-1-yl)ethyl]amino]pyrrolidine-1-carboxylate). RXN SMILES: [Ca].Cl[C:3]([N:5]([C@@H:18]([C:20]1[C:29]2[C:24](=[CH:25][CH:26]=[CH:27][CH:28]=2)[CH:23]=[CH:22][CH:21]=1)[CH3:19])[C@H:6]1[CH2:10][CH2:9][N:8]([C:11]([O:13][C:14]([CH3:17])([CH3:16])[CH3:15])=[O:12])[CH2:7]1)=[O:4].[C:30]([OH:34])([CH3:33])([CH3:32])[CH3:31]>>[C:30]([O:34][C:3]([N:5]([C@@H:18]([C:20]1[C:29]2[C:24](=[CH:25][CH:26]=[CH:27][CH:28]=2)[CH:23]=[CH:22][CH:21]=1)[CH3:19])[C@H:6]1[CH2:10][CH2:9][N:8]([C:11]([O:13][C:14]([CH3:17])([CH3:15])[CH3:16])=[O:12])[CH2:7]1)=[O:4])([CH3:33])([CH3:32])[CH3:31]. Procedure: To a solution of 14.9 g of triphosgene dissolved in 400 ml of methylene chloride was added dropwise a solution containing 25.68 g of tert-butyl(R)-3-[1-(naphthalen-1-yl)ethylamino]pyrrolidine-1-carboxylate (the compound obtained in the above-mentioned Reference example 1.005 (1)) and 31.5 ml of triethylamine in 100 ml of methylene chloride at −20° C. Further, 7.5 g of triphosgene was added to the same, and the mixture was stirred at room temperature for 30 minutes. Water was added to the reactio... Reactants: COCCC1(COC)CCN(C(=O)OC(C)(C)C)CC1, CCOC(C)=O, Cl. Product: COCCC1(COC)CCNCC1, Cl. As a reaction SMILES: [CH3:1][O:2][CH2:3][CH2:4][C:5]1([CH2:18][O:19][CH3:20])[CH2:6][CH2:7][N:8]([C:11]([O:12][C:13]([CH3:14])([CH3:15])[CH3:16])=[O:17])[CH2:9][CH2:10]1.[CH3:22][CH2:23][O:24][C:25]([CH3:26])=[O:27].[ClH:21]>>[CH3:1][O:2][CH2:3][CH2:4][C:5]1([CH2:18][O:19][CH3:20])[CH2:6][CH2:7][NH:8][CH2:9][CH2:10]1.[ClH:21]. Starting materials: [BH4-], O=C([O-])O, Cl, [Na+], [Na+], O, CCCc1c2c(c(O)c3c(=O)cc(C(=O)O)oc13)C(=O)CCC2. Yields the product CCCc1c2c(c(O)c3c(=O)cc(C(=O)O)oc13)C(O)CCC2. Reaction SMILES: [BH4-:29].[C:24](=[O:25])([OH:26])[O-:27].[ClH:31].[Na+:28].[Na+:30].[OH2:32].[OH:1][c:2]1[c:3]2[c:8]([c:9]([CH2:20][CH2:21][CH3:22])[c:10]3[o:11][c:12]([C:17](=[O:18])[OH:19])[cH:13][c:14](=[O:16])[c:15]13)[CH2:7][CH2:6][CH2:5][C:4]2=[O:23]>>[OH:1][c:2]1[c:3]2[c:8]([c:9]([CH2:20][CH2:21][CH3:22])[c:10]3[o:11][c:12]([C:17](=[O:18])[OH:19])[cH:13][c:14](=[O:16])[c:15]13)[CH2:7][CH2:6][CH2:5][CH:4]2[OH:23]. Starting materials: CC1C(C(CC1)C)O (2,5-dimethylcyclopentanol), C(C)(C)(C)OC(=O)NC1(CC1)C(=O)O (N-t-butoxycarbonyl-1-aminocyclopropanecarboxylic acid). The reagents and catalysts are CN(C1=CC=NC=C1)C (4-(dimethylamino)pyridine). The solvent is C(Cl)Cl (methylene chloride). Reaction conditions: time 8 hour. The product is C(C)(C)(C)OC(=O)NC1(CC1)C(=O)OC1C(CCC1C)C (2,5-Dimethylcyclopentyl N-t-butoxycarbonyl-1-aminocyclopropanecarboxylate). RXN SMILES: [CH3:1][CH:2]1[CH2:6][CH2:5][CH:4]([CH3:7])[CH:3]1[OH:8].[C:9]([O:13][C:14]([NH:16][C:17]1([C:20](O)=[O:21])[CH2:19][CH2:18]1)=[O:15])([CH3:12])([CH3:11])[CH3:10]>CN(C)C1C=CN=CC=1.C(Cl)Cl>[C:9]([O:13][C:14]([NH:16][C:17]1([C:20]([O:8][CH:3]2[CH:4]([CH3:7])[CH2:5][CH2:6][CH:2]2[CH3:1])=[O:21])[CH2:19][CH2:18]1)=[O:15])([CH3:12])([CH3:11])[CH3:10]. Procedure: To a solution of 2,5-dimethylcyclopentanol (0.55 g.), compound 1 (0.97 g), and 4-(dimethylamino)pyridine (0.06 g.) in methylene chloride (100 ml) was added dicyclohexylacarbodiimide (1.09 g.), and the resulting mixture was stirred overnight. The precipitated dicyclohexylurea was removed by filtration, and the filtrate was evaporated. Ethyl acetate was then added to the residue, and the mixture was filtered again. The filtrate was washed with 1M hydrochloric acid, saturated aqeuous sodium bicarbo... Reactants: N1C[C@@H](CC1)NC=1C=2C=CN=CC2C=CC1 ((R)-N-(pyrrolidin-3-yl)isoquinolin-5-amine), C(C1=CC=CC=C1)(=O)OCCOC1=CC(=CC=C1)C=O (2-(3-formylphenoxy)ethyl benzoate), C(C)(=O)O[BH-](OC(C)=O)OC(C)=O.[Na+] (sodium triacetoxyborohydride). Run in O1CCCC1 (tetrahydrofuran). Conditions: temperature 22.5 celsius, time 15 minute. The product is C(C1=CC=CC=C1)(=O)OCCOC1=CC(=CC=C1)CN1C[C@@H](CC1)NC1=C2C=CN=CC2=CC=C1 ((R)-2-(3-((3-(isoquinolin-5-ylamino)pyrrolidin-1-yl)methyl)phenoxy)ethyl benzoate). The yield is 91.0%. As a reaction SMILES: [NH:1]1[CH2:5][CH2:4][C@@H:3]([NH:6][C:7]2[C:8]3[CH:9]=[CH:10][N:11]=[CH:12][C:13]=3[CH:14]=[CH:15][CH:16]=2)[CH2:2]1.[C:17]([O:25][CH2:26][CH2:27][O:28][C:29]1[CH:34]=[CH:33][CH:32]=[C:31]([CH:35]=O)[CH:30]=1)(=[O:24])[C:18]1[CH:23]=[CH:22][CH:21]=[CH:20][CH:19]=1.C(O[BH-](OC(=O)C)OC(=O)C)(=O)C.[Na+]>O1CCCC1>[C:17]([O:25][CH2:26][CH2:27][O:28][C:29]1[CH:34]=[CH:33][CH:32]=[C:31]([CH2:35][N:1]2[CH2:5][CH2:4][C@@H:3]([NH:6][C:7]3[CH:16]=[CH:15][CH:14]=[C:13]4[C:8]=3[CH:9]=[CH:10][N:11]=[CH:12]4)[CH2:2]2)[CH:30]=1)(=[O:24])[C:18]1[CH:19]=[CH:20][CH:21]=[CH:22][CH:23]=1 |f:2.3|. Procedure: To a 100 mL round-bottomed flask with a magnetic stir bar were added (R)-N-(pyrrolidin-3-yl)isoquinolin-5-amine scuccinic acid salt (2.00 g, 6.04 mmol, from Example 5), tetrahydrofuran (30 mL), and 2-(3-formylphenoxy)ethyl benzoate (1.63 g, 6.04 mmol). The mixture was stirred at 20 to 25° C. for 15 minutes. To the mixture was added sodium triacetoxyborohydride (1.92 g, 9.05 mmol). The mixture was stirred at 20 to 25° C. for 20 hours. The reaction was quenched with 20 mL of 15% Na2CO3 (final pH ˜... Starting materials: CC(=O)O, C1CCOC1, Cc1ccccc1, CC(C)=CCCC(C)=CC=C1C(=O)C=CC1(CCCCOc1ccccc1)O[Si](C)(C)C, O. Yields the product CC(C)=CCCC(C)=CC=C1C(=O)C=CC1(O)CCCCOc1ccccc1. RXN SMILES: [C:46]([OH:47])(=[O:48])[CH3:49].[CH2:33]1[O:34][CH2:35][CH2:36][CH2:37]1.[CH3:39][c:40]1[cH:41][cH:42][cH:43][cH:44][cH:45]1.[O:1]([c:2]1[cH:3][cH:4][cH:5][cH:6][cH:7]1)[CH2:8][CH2:9][CH2:10][CH2:11][C:12]1([O:28][Si:29]([CH3:30])([CH3:31])[CH3:32])[CH:13]=[CH:14][C:15](=[O:27])[C:16]1=[CH:17][CH:18]=[C:19]([CH2:20][CH2:21][CH:22]=[C:23]([CH3:24])[CH3:25])[CH3:26].[OH2:38]>>[O:1]([c:2]1[cH:3][cH:4][cH:5][cH:6][cH:7]1)[CH2:8][CH2:9][CH2:10][CH2:11][C:12]1([OH:28])[CH:13]=[CH:14][C:15](=[O:27])[C:16]1=[CH:17][CH:18]=[C:19]([CH2:20][CH2:21][CH:22]=[C:23]([CH3:24])[CH3:25])[CH3:26].